From a dataset of the Open Reaction Database (ORD), a public repository of structured organic reaction records. describe an organic reaction: reactants, conditions, products, and yield The reactants are solution, [OH-].[Na+] (sodium hydroxide), CC1=CC=2C=3C4N(CCC3NC2N=C1)CCC4 (9-Methyl-2,3,4,5,6,10c-hexahydro-1H-3a,6,7-triaza-cyclopenta[c]fluorene), C(=C)C1=CC=NC=C1 (4-vinyl-pyridine). Reagents/catalysts: [Br-].C(CCC)[N+](CCCC)(CCCC)CCCC (tetrabutyl ammonium bromide). Solvent: O (water). Reaction conditions: temperature 100 celsius. Yields the product CC1=CC=2C=3C4N(CCC3N(C2N=C1)CCC1=CC=NC=C1)CCC4 (9-methyl-6-(2-pyridin-4-yl-ethyl)-2,3,4,5,6,10c-hexahydro-1H-3a,6,7-triaza-cyclopenta[c]fluorene). Isolated yield 23.2%. RXN SMILES: [CH3:1][C:2]1[CH:14]=[N:13][C:12]2[NH:11][C:10]3[CH2:9][CH2:8][N:7]4[CH2:15][CH2:16][CH2:17][CH:6]4[C:5]=3[C:4]=2[CH:3]=1.[CH:18]([C:20]1[CH:25]=[CH:24][N:23]=[CH:22][CH:21]=1)=[CH2:19].[OH-].[Na+]>[Br-].C([N+](CCCC)(CCCC)CCCC)CCC.O>[CH3:1][C:2]1[CH:14]=[N:13][C:12]2[N:11]([CH2:19][CH2:18][C:20]3[CH:25]=[CH:24][N:23]=[CH:22][CH:21]=3)[C:10]3[CH2:9][CH2:8][N:7]4[CH2:15][CH2:16][CH2:17][CH:6]4[C:5]=3[C:4]=2[CH:3]=1 |f:2.3,4.5|. Reported procedure: 9-Methyl-2,3,4,5,6,10c-hexahydro-1H-3a,6,7-triaza-cyclopenta[c]fluorene (250 mg, 1.10 mmol), 4-vinyl-pyridine (347 mg, 3.30 mmol), tetrabutyl ammonium bromide (355 mg, 1.10 mmol) were charged in a screw cap bottle and a 60% solution of sodium hydroxide (5 mL) was added and heated to 100° C. for 12 h. The reaction was monitored by TLC and LCMS. The reaction mixture was diluted with 25 mL of water and extracted with EtOAc (2×50 mL). The combined organic extracts were washed with water (25 mL), dri... Reactants: [OH-].[Na+] (sodium hydroxide), 5.4, CC1=C(C(=CC=C1)C)N=C=O (2,6-dimethylphenylisocyanate), Cl (hydrochloric acid), Cl.O1NCCC1 (isooxazolidine hydrochloride), [N-]=C=O (isocyanate), S(=O)(=O)(O)O.C(N)(=N)N1OCCC1 (N-amidinoisooxazolidine sulfate), ( 5.0 ), S(=O)(=O)([O-])[O-].[Na+].[Na+] (sodium sulfate). Run in O1CCCC1 (tetrahydrofuran), O1CCCC1 (tetrahydrofuran), C(C)(=O)OCC (ethyl acetate), CO (methanol). Yields the product Cl.CC1=C(C(=CC=C1)C)NC(=O)NC(=N)N1OCCC1 (N-[(2,6-Dimethylphenylcarbamoyl)amidino]isooxazolidine Hydrochloride). As a reaction SMILES: [OH-].[Na+].S(O)(O)(=O)=O.[C:8]([N:11]1[CH2:15][CH2:14][CH2:13][O:12]1)(=[NH:10])[NH2:9].S([O-])([O-])(=O)=O.[Na+].[Na+].[CH3:23][C:24]1[CH:29]=[CH:28][CH:27]=[C:26]([CH3:30])[C:25]=1[N:31]=[C:32]=[O:33].[N-]=C=O.[ClH:37].Cl.O1CCCN1>O1CCCC1.CO.C(OCC)(=O)C>[ClH:37].[CH3:30][C:26]1[CH:27]=[CH:28][CH:29]=[C:24]([CH3:23])[C:25]=1[NH:31][C:32]([NH:10][C:8]([N:11]1[CH2:15][CH2:14][CH2:13][O:12]1)=[NH:9])=[O:33] |f:0.1,2.3,4.5.6,10.11,15.16|. Procedure: To 2.9 g. (36.0 mmol) of fifty percent (w/w) sodium hydroxide suspended in tetrahydrofuran (50 ml.) is added 6.0 g. (18.0 mmol) of N-amidinoisooxazolidine sulfate and the mixture stirred for one hour. Five (5.0) grams of anhydrous sodium sulfate are added and the mixture stirred for an additional hour. To this mixture are added 5.4 (36.0 mmol) of 2,6-dimethylphenylisocyanate and the mixture stirred for three hours. Thin layer chromotography (ethyl acetate) shows no starting isocyanate so the tet... The reactants are C(C1=CC=CC=C1)OC1CC(C1)(NC(=O)OC(C)(C)C)C(CC(=O)OCC)C[N+](=O)[O-] (ethyl 3-[1-benzyloxy-3-(tert-butoxycarbonylamino)cyclobutan-3-yl]-4-nitrobutanoate), [H][H] (hydrogen). The reagents and catalysts are [Ni] (Raney nickel). Run in C(C)O (ethanol). Conditions: temperature 50 celsius, time 5 hour. Product: C(C1=CC=CC=C1)OC1CC(C1)(NC(=O)OC(C)(C)C)C1CC(NC1)=O (4-[1-Benzyloxy-3-(tert-butoxycarbonylamino)cyclobutan-3-yl]-2-pyrrolidone). Yield: 70.8%. Reaction SMILES: [CH2:1]([O:8][CH:9]1[CH2:12][C:11]([CH:21]([CH2:28][N+:29]([O-])=O)[CH2:22][C:23]([O:25]CC)=O)([NH:13][C:14]([O:16][C:17]([CH3:20])([CH3:19])[CH3:18])=[O:15])[CH2:10]1)[C:2]1[CH:7]=[CH:6][CH:5]=[CH:4][CH:3]=1.[H][H]>C(O)C.[Ni]>[CH2:1]([O:8][CH:9]1[CH2:12][C:11]([CH:21]2[CH2:28][NH:29][C:23](=[O:25])[CH2:22]2)([NH:13][C:14]([O:16][C:17]([CH3:18])([CH3:19])[CH3:20])=[O:15])[CH2:10]1)[C:2]1[CH:7]=[CH:6][CH:5]=[CH:4][CH:3]=1. Procedure: A 35.12 g (80.46 mmol) portion of ethyl 3-[1-benzyloxy-3-(tert-butoxycarbonylamino)cyclobutan-3-yl]-4-nitrobutanoate was dissolved in 700 ml of ethanol to which, under an atmosphere of nitrogen, was subsequently added 50 ml of Raney nickel. After replacing the atmosphere with hydrogen, this was stirred at 50° C. for 5 hours. After cooling in an ice bath, the reaction solution was filtered through celite and then the solvent was evaporated under a reduced pressure. Thereafter, the resulting resid... The reactants are ClC1=C(C=NC2=CC(=C(C=C12)OC)OC)C#N (4-chloro-6,7-dimethoxy-quinolin-3-carbonitrile), NC1=C2C=CN=CC2=CC=C1 (5-aminoisoquinoline), Cl.N1=CC=CC=C1 (pyridine hydrochloride), C(C)OC(C)O (ethoxyethanol), C([O-])([O-])=O.[Na+].[Na+] (sodium carbonate). Solvent: O (water). Run at temperature 200 celsius. The product is C1=NC=CC2=C(C=CC=C12)NC1=C(C=NC2=CC(=C(C=C12)OC)OC)C#N (4-(isoquinolin-5-ylamino)-6,7-dimethoxy-quinoline-3-carbonitrile). Isolated yield 28.0%. Reaction SMILES: Cl[C:2]1[C:11]2[C:6](=[CH:7][C:8]([O:14][CH3:15])=[C:9]([O:12][CH3:13])[CH:10]=2)[N:5]=[CH:4][C:3]=1[C:16]#[N:17].[NH2:18][C:19]1[CH:28]=[CH:27][CH:26]=[C:25]2[C:20]=1[CH:21]=[CH:22][N:23]=[CH:24]2.Cl.N1C=CC=CC=1.C(OC(O)C)C.C(=O)([O-])[O-].[Na+].[Na+]>O>[CH:24]1[C:25]2[C:20](=[C:19]([NH:18][C:2]3[C:11]4[C:6](=[CH:7][C:8]([O:14][CH3:15])=[C:9]([O:12][CH3:13])[CH:10]=4)[N:5]=[CH:4][C:3]=3[C:16]#[N:17])[CH:28]=[CH:27][CH:26]=2)[CH:21]=[CH:22][N:23]=1 |f:2.3,5.6.7|. Reported procedure: A mixture of 0.249 g of 4-chloro-6,7-dimethoxy-quinolin-3-carbonitrile, 0.288 g of 5-aminoisoquinoline, 0.020 g of pyridine hydrochloride, and 10 ml of ethoxyethanol was heated under nitrogen in a sealed tube at 200° C. for 2 hours. The mixture was cooled and added to 100 ml of water. To this mixture was added sodium carbonate to pH 9. The product was collected, washed with water, and dried to give 0.100 g of 4-(isoquinolin-5-ylamino)-6,7-dimethoxy-quinoline-3-carbonitrile as a solid, mp 140° C.... Starting materials: O=C([O-])O, O=C(Cl)Oc1ccccc1, CC1COCCN1c1cc(CS(=O)(=O)CCO)nc(-c2ccc(N)cc2)n1, [Na+], C1COCCO1, O. The product is CC1COCCN1c1cc(CS(=O)(=O)CCO)nc(-c2ccc(NC(=O)Oc3ccccc3)cc2)n1. Reaction SMILES: [C:38](=[O:39])([OH:40])[O-:41].[Cl:1][C:2](=[O:3])[O:4][c:5]1[cH:6][cH:7][cH:8][cH:9][cH:10]1.[NH2:11][c:12]1[cH:13][cH:14][c:15](-[c:18]2[n:19][c:20]([N:31]3[CH:32]([CH3:37])[CH2:33][O:34][CH2:35][CH2:36]3)[cH:21][c:22]([CH2:24][S:25](=[O:26])(=[O:27])[CH2:28][CH2:29][OH:30])[n:23]2)[cH:16][cH:17]1.[Na+:42].[O:44]1[CH2:45][CH2:46][O:47][CH2:48][CH2:49]1.[OH2:43]>>[C:2](=[O:3])([O:4][c:5]1[cH:6][cH:7][cH:8][cH:9][cH:10]1)[NH:11][c:12]1[cH:13][cH:14][c:15](-[c:18]2[n:19][c:20]([N:31]3[CH:32]([CH3:37])[CH2:33][O:34][CH2:35][CH2:36]3)[cH:21][c:22]([CH2:24][S:25](=[O:26])(=[O:27])[CH2:28][CH2:29][OH:30])[n:23]2)[cH:16][cH:17]1. The reactants are Cl (HCl), COC=1C=C2C(=CNC2=CC1)/C=C/C(=O)C1=CC=NC=C1 (trans-3-(5-methoxy-1H-indol-3-yl)-1-(4-pyridinyl)-2-propen-1-one), [OH-].[Na+] (NaOH), B(Br)(Br)Br (BBr3). The solvent is C(Cl)Cl (CH2Cl2). Yields the product OC=1C=C2C(=CNC2=CC1)/C=C/C(=O)C1=CC=NC=C1 (trans-3-(5-hydroxy-1H-indol-3-yl)-1-(4-pyridinyl)-2-propen-1-one). Isolated yield 60.4%. Reaction SMILES: C[O:2][C:3]1[CH:4]=[C:5]2[C:9](=[CH:10][CH:11]=1)[NH:8][CH:7]=[C:6]2/[CH:12]=[CH:13]/[C:14]([C:16]1[CH:21]=[CH:20][N:19]=[CH:18][CH:17]=1)=[O:15].B(Br)(Br)Br.[OH-].[Na+].Cl>C(Cl)Cl>[OH:2][C:3]1[CH:4]=[C:5]2[C:9](=[CH:10][CH:11]=1)[NH:8][CH:7]=[C:6]2/[CH:12]=[CH:13]/[C:14]([C:16]1[CH:17]=[CH:18][N:19]=[CH:20][CH:21]=1)=[O:15] |f:2.3|. Procedure details: To a dried two-neck 250 mL round bottom flask under argon at −40° C., compound 13 (352 mg, 0.99 mmol) was partially dissolved in CH2Cl2 (30 mL). BBr3 (10 mL, 1.0 M in CH2Cl2, 10 mmol) was added dropwise via an addition funnel under argon. After four hours the reaction was poured onto ice and treated with 5 N NaOH until pH 12. The aqueous solution was isolated and treated with 5 N HCl until pH 7, forming a brown precipitate which was extracted with ethyl acetate (3×40 mL). Extracts were combined,... The reactants are C(=O)(O)C1=C(C=CC=C1)C1=CC=C(C=C1)CN1C(=NC(=C1C=O)Cl)CCCC (1-[(2'-carboxybiphenyl-4-yl)methyl]-2-butyl-4-chloroimidazole-5-carboxaldehyde), [C-]#N.[Na+] (sodium cyanide), C(C)(=O)O (acetic acid). Reagents/catalysts: [O-2].[O-2].[Mn+4] (manganese dioxide). Yields the product C(=O)(O)C1=C(C=CC=C1)C1=CC=C(C=C1)CN1C(=NC(=C1C(=O)OC)Cl)CCCC (methyl 1-[(2'-carboxybiphenyl-4-yl)methyl]-2-butyl-4-chloroimidazole-5-carboxylate). Reaction conditions: temperature 25 celsius, time 40 hour. The solvent is CO (methanol). As a reaction SMILES: [C:1]([C:4]1[CH:9]=[CH:8][CH:7]=[CH:6][C:5]=1[C:10]1[CH:15]=[CH:14][C:13]([CH2:16][N:17]2[C:21]([CH:22]=[O:23])=[C:20]([Cl:24])[N:19]=[C:18]2[CH2:25][CH2:26][CH2:27][CH3:28])=[CH:12][CH:11]=1)([OH:3])=[O:2].[C-]#N.[Na+].[C:32](O)(=[O:34])C>CO.[O-2].[O-2].[Mn+4]>[C:1]([C:4]1[CH:9]=[CH:8][CH:7]=[CH:6][C:5]=1[C:10]1[CH:11]=[CH:12][C:13]([CH2:16][N:17]2[C:21]([C:22]([O:34][CH3:32])=[O:23])=[C:20]([Cl:24])[N:19]=[C:18]2[CH2:25][CH2:26][CH2:27][CH3:28])=[CH:14][CH:15]=1)([OH:3])=[O:2] |f:1.2,5.6.7|. Reported procedure: To a mixture of 1.45 g of 1-[(2'-carboxybiphenyl-4-yl)methyl]-2-butyl-4-chloroimidazole-5-carboxaldehyde and 0.91 g of sodium cyanide in 20 mL of methanol at 25° C. was added 0.32 mL of acetic acid followed by 7.25 g of manganese dioxide. The resulting mixture was stirred at 25° C. for 40 hours. The reaction mixture was filtered through Celite®, and the filtrate diluted with water. The aqueous solution was adjusted to pH 3 using hydrochloric acid and extracted with methylene chloride. The combin... Starting materials: COc1cc(CO)cc(Br)c1S(=O)(=O)N(C)C, ClCCl, O=S(Cl)Cl. Product: COc1cc(CCl)cc(Br)c1S(=O)(=O)N(C)C. As a reaction SMILES: [Br:1][c:2]1[cH:3][c:4]([CH2:5][OH:6])[cH:7][c:8]([O:16][CH3:17])[c:9]1[S:10]([N:11]([CH3:12])[CH3:13])(=[O:14])=[O:15].[Cl:22][CH2:23][Cl:24].[S:18]([Cl:19])([Cl:20])=[O:21]>>[Br:1][c:2]1[cH:3][c:4]([CH2:5][Cl:20])[cH:7][c:8]([O:16][CH3:17])[c:9]1[S:10]([N:11]([CH3:12])[CH3:13])(=[O:14])=[O:15]. Starting materials: CCO, [Cl-], O=Cc1csc(Nc2ccc(F)cc2)n1, N, [NH4+], O=C(O)CN1C(=O)CSC1=S. Yields the product O=C(O)CN1C(=O)C(=Cc2csc(Nc3ccc(F)cc3)n2)SC1=S. RXN SMILES: [CH3:30][CH2:31][OH:32].[Cl-:27].[F:1][c:2]1[cH:3][cH:4][c:5]([NH:6][c:7]2[s:8][cH:9][c:10]([CH:12]=[O:13])[n:11]2)[cH:14][cH:15]1.[NH3:29].[NH4+:28].[S:16]1[C:17](=[S:18])[N:19]([CH2:23][C:24](=[O:25])[OH:26])[C:20](=[O:21])[CH2:22]1>>[F:1][c:2]1[cH:3][cH:4][c:5]([NH:6][c:7]2[s:8][cH:9][c:10]([CH:12]=[C:22]3[S:16][C:17](=[S:18])[N:19]([CH2:23][C:24](=[O:25])[OH:26])[C:20]3=[O:21])[n:11]2)[cH:14][cH:15]1. Starting materials: OC(CCCCCCCN1C(=O)N(C=2N=CN(C2C1=O)C)C)CO (1-(8,9-dihydroxynonyl)-3,7-dimethylxanthine), C([O-])(O)=O.[Na+] (sodium bicarbonate), ClCCl (dichloromethane), Br (HBr), solution. The solvent is C(C)(=O)O (acetic acid). Run at time 10 minute. Product: C(C)(=O)OC(CCCCCCCN1C(=O)N(C=2N=CN(C2C1=O)C)C)CBr (1-(8-acetoxy-9-bromononyl)-3,7-dimethylxanthine). Yield: 96.0%. RXN SMILES: [OH:1][CH:2]([CH2:23]O)[CH2:3][CH2:4][CH2:5][CH2:6][CH2:7][CH2:8][CH2:9][N:10]1[C:19](=[O:20])[C:18]2[N:17]([CH3:21])[CH:16]=[N:15][C:14]=2[N:13]([CH3:22])[C:11]1=[O:12].[BrH:25].[C:26](=[O:29])(O)[O-].[Na+].Cl[CH2:32]Cl>C(O)(=O)C>[C:26]([O:1][CH:2]([CH2:23][Br:25])[CH2:3][CH2:4][CH2:5][CH2:6][CH2:7][CH2:8][CH2:9][N:10]1[C:19](=[O:20])[C:18]2[N:17]([CH3:21])[CH:16]=[N:15][C:14]=2[N:13]([CH3:22])[C:11]1=[O:12])(=[O:29])[CH3:32] |f:2.3|. Procedure details: This example illustrates another method for synthesizing compound no. 1551 (in addition to the method described in Example 1). 1-(8,9-dihydroxynonyl)-3,7-dimethylxanthine (compound no. 1561, 428 mg, 1.3 mmol) was stirred with HBr (777 μl, 1.05 g of a 30% solution in acetic acid, 3.9 mmol) for 90 minutes. The mixture was then added to a flask containing aqueous sodium bicarbonate solution (10 ml, 1.35 g) and dichloromethane (10 ml) and stirred vigorously for 10 minutes. The layers were separated ...